From a dataset of the Open Reaction Database (ORD), a public repository of structured organic reaction records. describe an organic reaction: reactants, conditions, products, and yield The reactants are C(#N)[BH3-].[Na+] (Sodium cyanoborohydride), N[C@@H](C)C(=O)N(CC(=O)O)C1CC2=CC=CC=C2C1 (L-Alanyl-N-(indan-2-yl)glycine), C1(=CC=CC=C1)CC(C(=O)O)=O (phenylpyruvic acid), [OH-].[K+] (potassium hydroxide). Solvent: CO (methanol). Reaction conditions: time 8 hour. Yields the product C(=O)(O)C(CC1=CC=CC=C1)N[C@@H](C)C(=O)N(CC(=O)O)C1CC2=CC=CC=C2C1 (N-(1-carboxy-2-phenylethyl)-L-alanyl-N-(indan-2-yl)glycine). Yield: 19.2%. RXN SMILES: [NH2:1][C@H:2]([C:4]([N:6]([CH:11]1[CH2:19][C:18]2[C:13](=[CH:14][CH:15]=[CH:16][CH:17]=2)[CH2:12]1)[CH2:7][C:8]([OH:10])=[O:9])=[O:5])[CH3:3].[C:20]1([CH2:26][C:27](=O)[C:28]([OH:30])=[O:29])[CH:25]=[CH:24][CH:23]=[CH:22][CH:21]=1.[OH-].[K+].C([BH3-])#N.[Na+]>CO>[C:28]([CH:27]([NH:1][C@H:2]([C:4]([N:6]([CH:11]1[CH2:19][C:18]2[C:13](=[CH:14][CH:15]=[CH:16][CH:17]=2)[CH2:12]1)[CH2:7][C:8]([OH:10])=[O:9])=[O:5])[CH3:3])[CH2:26][C:20]1[CH:25]=[CH:24][CH:23]=[CH:22][CH:21]=1)([OH:30])=[O:29] |f:2.3,4.5|. Reported procedure: L-Alanyl-N-(indan-2-yl)glycine (1.0 g) and 6.0 g of phenylpyruvic acid are dissolved in 50 ml of 70% aqueous methanol, and the pH is adjusted to 7.0 with aqueous potassium hydroxide. Sodium cyanoborohydride (1.0 g) is added to this solution. After allowing the mixture to stand at room temperature overnight, the solvent is distilled off under reduced pressure, the residue is dissolved in 2 ml of water, made adsorbed on a Dowex 50 (H+) [trade name of ion-exchange resin] column and eluted with 2% p... Reactants: N1=C(C=CC=C1C)C (2,6-lutidine), CS(=O)(=O)Cl (methanesulfonyl chloride), OCC1=CC=C(O1)C(=O)OCC (5-hydroxymethyl-2-carboethoxyfuran). Run in C(Cl)Cl (CH2Cl2). Conditions: temperature 0 celsius, time 40 minute. Product: CS(=O)(=O)OCC1=CC=C(O1)C(=O)OCC (5-methanesulfonyloxymethyl-2-carboethoxyfuran). Yield: 93.1%. As a reaction SMILES: [OH:1][CH2:2][C:3]1[O:7][C:6]([C:8]([O:10][CH2:11][CH3:12])=[O:9])=[CH:5][CH:4]=1.N1C(C)=CC=CC=1C.[CH3:21][S:22](Cl)(=[O:24])=[O:23]>C(Cl)Cl>[CH3:21][S:22]([O:1][CH2:2][C:3]1[O:7][C:6]([C:8]([O:10][CH2:11][CH3:12])=[O:9])=[CH:5][CH:4]=1)(=[O:24])=[O:23]. Procedure details: To a 0° C. solution of 5-hydroxymethyl-2-carboethoxyfuran (2.94 g, 17.3 mmol), prepared as in step 1, in CH2Cl2 (50 mL) was added 2,6-lutidine (2.50 mL, 21.5 mmol) and methanesulfonyl chloride (1.50 mL, 19.0 mmol). The reaction mixture was stirred for 40 min at 0° C., then the cold bath was removed and stirring was continued for 2 hours. The reaction mixture was extracted with 1N aqueous HCl and saturated aqueous NaHCO3, and the organic phase was dried over MgSO4, filtered, and concentrated in v... Starting materials: COC(=O)C1=C(C=2N(C=C1)C=NC2)Cl (8-chloro-imidazo[1,5-a]pyridine-7-carboxylic acid methyl ester), C1(CCC1)C1=CC(=C(N)C=C1)F (4-cyclobutyl-2-fluoroaniline), C1(CCCCC1)P(C1=C(C=CC=C1)C1=C(C=CC=C1OC)OC)C1CCCCC1 (2-dicyclohexylphosphino-2′,6′-dimethoxy-1,1′-biphenyl), [O-]P(=O)([O-])[O-].[K+].[K+].[K+] (K3PO4). The reagents and catalysts are C=1C=CC(=CC1)/C=C/C(=O)/C=C/C2=CC=CC=C2.C=1C=CC(=CC1)/C=C/C(=O)/C=C/C2=CC=CC=C2.C=1C=CC(=CC1)/C=C/C(=O)/C=C/C2=CC=CC=C2.[Pd].[Pd] (Pd2dba3). The solvent is C1(=CC=CC=C1)C (toluene). Conditions: temperature 100 celsius. Yields the product COC(=O)C1=C(C=2N(C=C1)C=NC2)NC2=C(C=C(C=C2)C2CCC2)F (8-(4-Cyclobutyl-2-fluoro-phenylamino)-imidazo[1,5-a]pyridine-7-carboxylic acid methyl ester). The yield is 36.8%. As a reaction SMILES: [CH3:1][O:2][C:3]([C:5]1[CH:10]=[CH:9][N:8]2[CH:11]=[N:12][CH:13]=[C:7]2[C:6]=1Cl)=[O:4].[CH:15]1([C:19]2[CH:25]=[CH:24][C:22]([NH2:23])=[C:21]([F:26])[CH:20]=2)[CH2:18][CH2:17][CH2:16]1.C1(P(C2CCCCC2)C2C=CC=CC=2C2C(OC)=CC=CC=2OC)CCCCC1.[O-]P([O-])([O-])=O.[K+].[K+].[K+]>C1(C)C=CC=CC=1.C1C=CC(/C=C/C(/C=C/C2C=CC=CC=2)=O)=CC=1.C1C=CC(/C=C/C(/C=C/C2C=CC=CC=2)=O)=CC=1.C1C=CC(/C=C/C(/C=C/C2C=CC=CC=2)=O)=CC=1.[Pd].[Pd]>[CH3:1][O:2][C:3]([C:5]1[CH:10]=[CH:9][N:8]2[CH:11]=[N:12][CH:13]=[C:7]2[C:6]=1[NH:23][C:22]1[CH:24]=[CH:25][C:19]([CH:15]2[CH2:18][CH2:17][CH2:16]2)=[CH:20][C:21]=1[F:26])=[O:4] |f:3.4.5.6,8.9.10.11.12|. Procedure: A suspension of 8-chloro-imidazo[1,5-a]pyridine-7-carboxylic acid methyl ester (250 mg, 1.2 mmol), 4-cyclobutyl-2-fluoroaniline (230 mg, 1.4 mmol), Pd2dba3 (43 mg, 0.047 mmol), 2-dicyclohexylphosphino-2′,6′-dimethoxy-1,1′-biphenyl (80 mg, 0.19 mmol) and K3PO4 (350 mg, 1.7 mmol) in toluene (5 ml) was degassed with argon for 10 minutes and then heated at 100° C. for 18 hours. The reaction mixture was then cooled to room temperature and filtered through hyflo®. The filtrate was concentrated in vacu... Reactants: COC(=O)C1(Nc2ccccc2)CCN(Cc2ccccc2)CC1, Cc1ccccc1, [Na+], [Na+], O=S(=O)([O-])[O-], c1ccccc1. Product: OCC1(Nc2ccccc2)CCN(Cc2ccccc2)CC1. RXN SMILES: [CH2:1]([c:2]1[cH:3][cH:4][cH:5][cH:6][cH:7]1)[N:8]1[CH2:9][CH2:10][C:11]([C:14](=[O:15])[O:16][CH3:17])([NH:18][c:19]2[cH:20][cH:21][cH:22][cH:23][cH:24]2)[CH2:12][CH2:13]1.[CH3:32][c:33]1[cH:34][cH:35][cH:36][cH:37][cH:38]1.[Na+:25].[Na+:26].[O-:27][S:28](=[O:29])(=[O:30])[O-:31].[cH:39]1[cH:40][cH:41][cH:42][cH:43][cH:44]1>>[CH2:1]([c:2]1[cH:3][cH:4][cH:5][cH:6][cH:7]1)[N:8]1[CH2:9][CH2:10][C:11]([CH2:14][OH:15])([NH:18][c:19]2[cH:20][cH:21][cH:22][cH:23][cH:24]2)[CH2:12][CH2:13]1. Reactants: CC(C(=O)O)(C)SC1=CN=C(S1)NC(=O)N(CCCCC1=CC=CC=C1)[C@@H]1CC[C@H](CC1)C (2-methyl-2-{2-[3-(trans-4-methyl-cyclohexyl)-3-(4-phenyl-butyl)-ureido]-thiazol-5-ylsulfanyl}-propionic acid), C(C)OC(C(C)(C)SC1=CN=C(S1)N)=O (2-(2-amino-thiazol-5-ylsulfanyl)-2-methyl-propionic acid ethyl ester), COC1=CC=C(C=C1)CCO (2-(4-methoxyphenyl)-ethanol), COC(=O)C1(CCCCC1)SC1=CN=C(S1)N (1-(2-amino-thiazol-5-ylsulfanyl)-cyclohexanecarboxylic acid methyl ester). The product is COC1=CC=C(C=C1)CCN(C(NC=1SC(=CN1)SC1(CCCCC1)C(=O)O)=O)[C@@H]1CC[C@H](CC1)C (1-{2-[3-[2-(4-Methoxy-phenyl)-ethyl]-3-(trans-4-methyl-cyclohexyl)-ureido]-thiazol-5-ylsulfanyl}-cyclohexanecarboxylic acid). As a reaction SMILES: [CH3:1][C:2]([S:7][C:8]1[S:12][C:11]([NH:13][C:14]([N:16]([C@H:27]2[CH2:32][CH2:31][C@H:30]([CH3:33])[CH2:29][CH2:28]2)[CH2:17][CH2:18][CH2:19][CH2:20][C:21]2[CH:26]=[CH:25][CH:24]=CC=2)=[O:15])=[N:10][CH:9]=1)([CH3:6])[C:3]([OH:5])=[O:4].CO[C:36]1[CH:41]=CC(CCO)=C[CH:37]=1.[CH3:45][O:46]C(C1(SC2SC(N)=NC=2)CCCCC1)=O.C(OC(=O)C(SC1SC(N)=NC=1)(C)C)C>>[CH3:45][O:46][C:26]1[CH:25]=[CH:24][C:19]([CH2:18][CH2:17][N:16]([C@H:27]2[CH2:28][CH2:29][C@H:30]([CH3:33])[CH2:31][CH2:32]2)[C:14](=[O:15])[NH:13][C:11]2[S:12][C:8]([S:7][C:2]3([C:3]([OH:5])=[O:4])[CH2:6][CH2:41][CH2:36][CH2:37][CH2:1]3)=[CH:9][N:10]=2)=[CH:20][CH:21]=1. Procedure details: The compound was prepared following an analogous procedure to the one described for the synthesis of 2-methyl-2-{2-[3-(trans-4-methyl-cyclohexyl)-3-(4-phenyl-butyl)-ureido]-thiazol-5-ylsulfanyl}-propionic acid using 2-(4-methoxyphenyl)-ethanol and 1-(2-amino-thiazol-5-ylsulfanyl)-cyclohexanecarboxylic acid methyl ester prepared using the procedure for the preparation of 2-(2-amino-thiazol-5-ylsulfanyl)-2-methyl-propionic acid ethyl ester. Reactants: [Br-], O=C(Cl)Oc1ccc(Oc2ccc(C(F)(F)F)cn2)cc1, FC(F)(F)c1cccc(N2CCNCC2)c1, [K+]. Yields the product O=C(Oc1ccc(Oc2ccc(C(F)(F)F)cn2)cc1)N1CCN(c2cccc(C(F)(F)F)c2)CC1, Cl. Reaction SMILES: [Br-:38].[Cl:1][C:2](=[O:3])[O:4][c:5]1[cH:6][cH:7][c:8]([O:11][c:12]2[n:13][cH:14][c:15]([C:18]([F:19])([F:20])[F:21])[cH:16][cH:17]2)[cH:9][cH:10]1.[F:22][C:23]([c:24]1[cH:25][c:26]([N:30]2[CH2:31][CH2:32][NH:33][CH2:34][CH2:35]2)[cH:27][cH:28][cH:29]1)([F:36])[F:37].[K+:39]>>[C:2](=[O:3])([O:4][c:5]1[cH:6][cH:7][c:8]([O:11][c:12]2[n:13][cH:14][c:15]([C:18]([F:19])([F:20])[F:21])[cH:16][cH:17]2)[cH:9][cH:10]1)[N:33]1[CH2:32][CH2:31][N:30]([c:26]2[cH:25][c:24]([C:23]([F:22])([F:36])[F:37])[cH:29][cH:28][cH:27]2)[CH2:35][CH2:34]1.[ClH:1]. Reactants: resultant mixture, ClC1=C(C=CC=C1)C(C1=C(C=CC(=C1)Cl)N1C(=NN=C1CCl)CNC(=O)OCC1=CC=CC=C1)=O (2',5-dichloro-2-(3-carbobenzoxyaminomethyl-5-chloromethyl-4H-1,2,4-triazol-4yl)-benzophenone), [I-].[K+] (potassium iodide), C(C)NCC (diethylamine). Run in CO (methanol), C(Cl)(Cl)Cl (chloroform). Yields the product ClC1=C(C=CC=C1)C(C1=C(C=CC(=C1)Cl)N1C(=NN=C1CN(CC)CC)CNC(=O)OCC1=CC=CC=C1)=O (2',5-dichloro-2-(3-carbobenzoxyaminomethyl-5-diethylaminomethyl-4H-1,2,4-triazol-4-yl)-benzophenone). Reaction SMILES: [Cl:1][C:2]1[CH:7]=[CH:6][CH:5]=[CH:4][C:3]=1[C:8](=[O:35])[C:9]1[CH:14]=[C:13]([Cl:15])[CH:12]=[CH:11][C:10]=1[N:16]1[C:20]([CH2:21]Cl)=[N:19][N:18]=[C:17]1[CH2:23][NH:24][C:25]([O:27][CH2:28][C:29]1[CH:34]=[CH:33][CH:32]=[CH:31][CH:30]=1)=[O:26].[I-].[K+].[CH2:38]([NH:40][CH2:41][CH3:42])[CH3:39]>CO.C(Cl)(Cl)Cl>[Cl:1][C:2]1[CH:7]=[CH:6][CH:5]=[CH:4][C:3]=1[C:8](=[O:35])[C:9]1[CH:14]=[C:13]([Cl:15])[CH:12]=[CH:11][C:10]=1[N:16]1[C:20]([CH2:21][N:40]([CH2:41][CH3:42])[CH2:38][CH3:39])=[N:19][N:18]=[C:17]1[CH2:23][NH:24][C:25]([O:27][CH2:28][C:29]1[CH:34]=[CH:33][CH:32]=[CH:31][CH:30]=1)=[O:26] |f:1.2|. Procedure: To a solution of 2',5-dichloro-2-(3-carbobenzoxyaminomethyl-5-chloromethyl-4H-1,2,4-triazol-4yl)-benzophenone (1.32 g) in methanol (20 ml) and chloroform (20 ml), potassium iodide (0.4 g) and diethylamine (3 ml) are added, and the resultant mixture is refluxed for 5 hours. The reaction mixture is evaporated under reduced pressure to remove the solvent, and the residue is extracted with ethyl acetate. The ethyl acetate layer is washed with water, dried, and evaporated under reduced pressure to re... Reactants: O (Water), ClC1=C(C=CC(=C1)OC1=CC=NC2=CC(=C(C=C12)OC)O)NC(=O)NCCC (N-{2-chloro-4-[(7-hydroxy-6-methoxy-4-quinolyl)oxy]phenyl}-N′-propylurea), C([O-])([O-])=O.[K+].[K+] (potassium carbonate), CC1=CC=C(C=C1)S(=O)(=O)OCCN1N=NC=C1 (2-(1H-1,2,3-triazol-1-yl)ethyl 4-methyl-1-benzenesulfonate). The solvent is CN(C=O)C (N,N-dimethylformamide). Run at temperature 120 celsius, time 5 hour. Yields the product ClC1=C(C=CC(=C1)OC1=CC=NC2=CC(=C(C=C12)OC)OCCN1N=NC=C1)NC(=O)NCCC (N-[2-Chloro-4-({6-methoxy-7-[2-(1H-1,2,3-triazol-1-yl)ethoxy]-4-quinolyl}oxy)phenyl]-N′-propylurea). Isolated yield 92.0%. RXN SMILES: [Cl:1][C:2]1[CH:7]=[C:6]([O:8][C:9]2[C:18]3[C:13](=[CH:14][C:15]([OH:21])=[C:16]([O:19][CH3:20])[CH:17]=3)[N:12]=[CH:11][CH:10]=2)[CH:5]=[CH:4][C:3]=1[NH:22][C:23]([NH:25][CH2:26][CH2:27][CH3:28])=[O:24].C(=O)([O-])[O-].[K+].[K+].CC1C=CC(S(O[CH2:46][CH2:47][N:48]2[CH:52]=[CH:51][N:50]=[N:49]2)(=O)=O)=CC=1.O>CN(C)C=O>[Cl:1][C:2]1[CH:7]=[C:6]([O:8][C:9]2[C:18]3[C:13](=[CH:14][C:15]([O:21][CH2:46][CH2:47][N:48]4[CH:52]=[CH:51][N:50]=[N:49]4)=[C:16]([O:19][CH3:20])[CH:17]=3)[N:12]=[CH:11][CH:10]=2)[CH:5]=[CH:4][C:3]=1[NH:22][C:23]([NH:25][CH2:26][CH2:27][CH3:28])=[O:24] |f:1.2.3|. Reported procedure: A starting compound (N-{2-chloro-4-[(7-hydroxy-6-methoxy-4-quinolyl)oxy]phenyl}-N′-propylurea, 80 mg), potassium carbonate (138 mg), and 2-(1H-1,2,3-triazol-1-yl)ethyl 4-methyl-1-benzenesulfonate (59 mg) were dissolved in N,N-dimethylformamide (1 ml), and the solution was stirred at 120° C. for 5 hr. Water was added to the reaction mixture, and the mixture was extracted with chloroform-propanol (3/1). The organic layer was dried over anhydrous sodium sulfate, and the solvent was removed by disti... The reactants are C(C)(C)(C)OC(=O)N1C[C@H]([C@H](CC1)COS(=O)(=O)C)O (cis-1-tert-butoxycarbonyl-3-hydroxy-4-methanesulfonyloxymethylpiperidine), C1(C=2C(C(N1)=O)=CC=CC2)=O.[K] (potassium phthalimide), O (Water). The solvent is CN(C=O)C (dimethylformamide). Reaction conditions: temperature 60 celsius, time 7 hour. Yields the product C(C)(C)(C)OC(=O)N1C[C@H]([C@H](CC1)CN1C(C2=CC=CC=C2C1=O)=O)O (cis-1-tert-butoxycarbonyl-4-(2,3-dihydro-1,3-dioxo-1 H-isoindol-2-yl)methyl-3-hydroxypiperidine). Yield: 103.0%. RXN SMILES: [C:1]([O:5][C:6]([N:8]1[CH2:13][CH2:12][C@H:11]([CH2:14]OS(C)(=O)=O)[C@H:10]([OH:20])[CH2:9]1)=[O:7])([CH3:4])([CH3:3])[CH3:2].[C:21]1(=[O:31])[NH:25][C:24](=[O:26])[C:23]2=[CH:27][CH:28]=[CH:29][CH:30]=[C:22]12.[K].O>CN(C)C=O>[C:1]([O:5][C:6]([N:8]1[CH2:13][CH2:12][C@H:11]([CH2:14][N:25]2[C:21](=[O:31])[C:22]3[C:23](=[CH:27][CH:28]=[CH:29][CH:30]=3)[C:24]2=[O:26])[C@H:10]([OH:20])[CH2:9]1)=[O:7])([CH3:4])([CH3:3])[CH3:2] |f:1.2,^1:31|. Procedure: To a solution of cis-1-tert-butoxycarbonyl-3-hydroxy-4-methanesulfonyloxymethylpiperidine (2.0 g) in dimethylformamide (40 ml) was added potassium phthalimide (1.44 g), and the resulting mixture was stirred at 60° C. for 7 hr. Water was added to the reaction mixture and the mixture was extracted with ethyl acetate. The organic layer was washed successively with saturated aqueous sodium hydrogencarbonate solution and brine, and dried. The solvent was evaporated under reduced pressure and the resi... Reactants: CC(C)(C)O, CCOC(=O)CCCN(CCCC(=O)OCC)Cc1ccccc1, Cl, [K], Cc1ccccc1C. Yields the product O=C1CCCN(Cc2ccccc2)CCC1. RXN SMILES: [C:2]([OH:3])([CH3:4])([CH3:5])[CH3:6].[CH2:7]([c:8]1[cH:9][cH:10][cH:11][cH:12][cH:13]1)[N:14]([CH2:15][CH2:16][CH2:17][C:21]([O:22][CH2:27][CH3:29])=[O:30])[CH2:23][CH2:24][CH2:25][C:26](=[O:20])[O:28][CH2:18][CH3:19].[ClH:31].[K:1].[c:32]1([CH3:33])[c:34]([CH3:35])[cH:36][cH:37][cH:38][cH:39]1>>[CH2:7]([c:8]1[cH:9][cH:10][cH:11][cH:12][cH:13]1)[N:14]1[CH2:15][CH2:16][CH2:17][C:26](=[O:28])[CH2:25][CH2:24][CH2:23]1.